Dataset: the Open Reaction Database (ORD), a public repository of structured organic reaction records. Task: describe an organic reaction: reactants, conditions, products, and yield The reactants are C1CCOC1, CCN=C=NCCCN(C)C, CN(C)c1ccncc1, O=C(O)c1c(C=Cc2cccc(OC(F)F)c2OCC2CCC2)nc2sccn12, Nc1nc(C2CC2)cs1, Cl, CN(C)C=O. Yields the product O=C(Nc1nc(C2CC2)cs1)c1c(C=Cc2cccc(OC(F)F)c2OCC2CCC2)nc2sccn12. RXN SMILES: [CH2:60]1[O:61][CH2:62][CH2:63][CH2:64]1.[CH3:39][CH2:40][N:41]=[C:42]=[N:43][CH2:44][CH2:45][CH2:46][N:47]([CH3:48])[CH3:49].[CH3:51][N:52]([c:53]1[cH:54][cH:55][n:56][cH:57][cH:58]1)[CH3:59].[CH:1]1([CH2:5][O:6][c:7]2[c:8]([CH:17]=[CH:18][c:19]3[n:20][c:21]4[s:22][cH:23][cH:24][n:25]4[c:26]3[C:27](=[O:28])[OH:29])[cH:9][cH:10][cH:11][c:12]2[O:13][CH:14]([F:15])[F:16])[CH2:2][CH2:3][CH2:4]1.[CH:30]1([c:33]2[n:34][c:35]([NH2:38])[s:36][cH:37]2)[CH2:31][CH2:32]1.[ClH:50].[O:65]=[CH:66][N:67]([CH3:68])[CH3:69]>>[CH:1]1([CH2:5][O:6][c:7]2[c:8]([CH:17]=[CH:18][c:19]3[n:20][c:21]4[s:22][cH:23][cH:24][n:25]4[c:26]3[C:27](=[O:28])[NH:38][c:35]3[n:34][c:33]([CH:30]4[CH2:31][CH2:32]4)[cH:37][s:36]3)[cH:9][cH:10][cH:11][c:12]2[O:13][CH:14]([F:15])[F:16])[CH2:2][CH2:3][CH2:4]1. Starting materials: N1=CC=CC2=CC(=CC=C12)O (quinolin-6-ol), O1CCOCC1 (dioxane), C(CCCCC)N=C=O (hexyl isocyanate). The solvent is N1=CC=CC=C1 (pyridine). Conditions: temperature 32 celsius, time 48 hour. Yields the product N1=CC=CC2=CC(=CC=C12)OC(NCCCCCC)=O (Hexyl-Carbamic Acid quinolin-6-yl Ester). Reaction SMILES: [N:1]1[C:10]2[C:5](=[CH:6][C:7]([OH:11])=[CH:8][CH:9]=2)[CH:4]=[CH:3][CH:2]=1.O1CCOCC1.[CH2:18]([N:24]=[C:25]=[O:26])[CH2:19][CH2:20][CH2:21][CH2:22][CH3:23]>N1C=CC=CC=1>[N:1]1[C:10]2[C:5](=[CH:6][C:7]([O:11][C:25](=[O:26])[NH:24][CH2:18][CH2:19][CH2:20][CH2:21][CH2:22][CH3:23])=[CH:8][CH:9]=2)[CH:4]=[CH:3][CH:2]=1. Procedure details: Mixture of quinolin-6-ol (0.58 g., 4 mmol), dry dioxane (20 ml), hexyl isocyanate (0.698 ml, 4.8 mmol) and dry pyridine (0.2 ml) was stirred at room temperature (32° C.) for 48 hours. Reaction mixture was concentrated under vaccum, titurated with water (1 ml) and crystallised with ether, to give 1a; yield: 0.80 g. (73.5%), m.p. 89° C., C16H20N2O2; 1H NMR δ ppm (CDCl3): 0.91 (bs, 3H), 1.33-1.34 (bs, 6H), 1.56-1.62 (m, 2H), 3.24-3.34 (m, 2H), 5.21 (bs, 1H), 7.35-7.42 (m, 1H), 7.48-7.52 (m, 1H), 7.... The reactants are [BH4-], CO, CCCCc1nc2cnc3ccccc3c2n1N=Cc1ccccc1, [Na+]. Yields the product CCCCc1nc2cnc3ccccc3c2n1NCc1ccccc1. As a reaction SMILES: [BH4-:26].[CH3:28][OH:29].[CH:1]([c:2]1[cH:3][cH:4][cH:5][cH:6][cH:7]1)=[N:8][n:9]1[c:10]([CH2:22][CH2:23][CH2:24][CH3:25])[n:11][c:12]2[cH:13][n:14][c:15]3[cH:16][cH:17][cH:18][cH:19][c:20]3[c:21]12.[Na+:27]>>[CH2:1]([c:2]1[cH:3][cH:4][cH:5][cH:6][cH:7]1)[NH:8][n:9]1[c:10]([CH2:22][CH2:23][CH2:24][CH3:25])[n:11][c:12]2[cH:13][n:14][c:15]3[cH:16][cH:17][cH:18][cH:19][c:20]3[c:21]12. Reactants: C[Si](C)(C)[N-][Si](C)(C)C.[Na+] (Sodium bis(trimethylsilyl)amide), NC1=C(C=NC=C1)C (4-amino-3-methylpyridine), [N+](=O)([O-])C1=CC=C(C=C1)OC(=O)C=1C2=C(C(=NC1)OC)OC(=C2)CC (2-Ethyl-7-methoxyfuro[2,3-c]pyridine-4-carboxylic acid 4-nitrophenyl ester). Solvent: CN(C=O)C (N,N-dimethylformamide). Reaction conditions: time 10 minute. The product is CC=1C=NC=CC1NC(=O)C=1C2=C(C(=NC1)OC)OC(=C2)CC (2-Ethyl-7-methoxyfuro[2,3-c]pyridine-4-carboxylic acid (3-methyl-pyridin-4-yl)amide). The yield is 36.3%. RXN SMILES: [NH2:1][C:2]1[CH:7]=[CH:6][N:5]=[CH:4][C:3]=1[CH3:8].C[Si]([N-][Si](C)(C)C)(C)C.[Na+].[N+](C1C=CC([O:28][C:29]([C:31]2[C:32]3[CH:41]=[C:40]([CH2:42][CH3:43])[O:39][C:33]=3[C:34]([O:37][CH3:38])=[N:35][CH:36]=2)=O)=CC=1)([O-])=O>CN(C)C=O>[CH3:8][C:3]1[CH:4]=[N:5][CH:6]=[CH:7][C:2]=1[NH:1][C:29]([C:31]1[C:32]2[CH:41]=[C:40]([CH2:42][CH3:43])[O:39][C:33]=2[C:34]([O:37][CH3:38])=[N:35][CH:36]=1)=[O:28] |f:1.2|. Reported procedure: A solution of 4-amino-3-methylpyridine (76 mg) in dry N,N-dimethylformamide (20 ml) was stirred at 0° C. under an atmosphere of dry nitrogen. Sodium bis(trimethylsilyl)amide (1.0M solution in tetrahydrofuran, 0.77 ml) was added and stirring continued at 0° C. for 10 minutes. 2-Ethyl-7-methoxyfuro[2,3-c]pyridine-4-carboxylic acid 4-nitrophenyl ester (0.20 g) was added and stirring continued at room temperature for 90 minutes. The solvent was then removed in vacuo, the residue taken up in water (1... Reactants: C=C (ethylene), C=C (ethylene), C=CCCCCCC (1-octene). Run in C1(=CC=CC=C1)C (toluene), CCCCCCC (heptane). Run at time 5 minute. The product is C=C.C=CCCCCCC (Ethylene/1-octene). Reaction SMILES: C=C.[CH2:3]=[CH:4][CH2:5][CH2:6][CH2:7][CH2:8][CH2:9][CH3:10]>C1(C)C=CC=CC=1.CCCCCCC>[CH2:3]=[CH2:4].[CH2:3]=[CH:4][CH2:5][CH2:6][CH2:7][CH2:8][CH2:9][CH3:10] |f:4.5|. Procedure details: A 260 ml glass autoclave, provided with magnetic stirrer, temperature indicator and feeding line for the ethylene, was purified and fluxed with ethylene at 35° C. At room temperature were introduced 86 ml of heptane and 4.1 ml of 1-octene distilled over LiAlH4. The catalytic system was prepared by consecutively introducing MAO (0.21 mmol. as 1M toluene solution) and 0,1 mg (0.000205 mg.at. Zr) of the metal locene of example 1 solved in toluene (the low amount as possible). After 5 minutes stirri... Starting materials: O=C(Br)CBr, O=C([O-])[O-], ClCCl, Nc1ccc(C(F)(F)F)nn1, [K+], [K+], O. Yields the product O=C(CBr)Nc1ccc(C(F)(F)F)nn1. Reaction SMILES: [Br:18][CH2:19][C:20](=[O:21])[Br:22].[C:12](=[O:13])([O-:14])[O-:15].[Cl:24][CH2:25][Cl:26].[F:1][C:2]([c:3]1[cH:4][cH:5][c:6]([NH2:9])[n:7][n:8]1)([F:10])[F:11].[K+:16].[K+:17].[OH2:23]>>[F:1][C:2]([c:3]1[cH:4][cH:5][c:6]([NH:9][C:20]([CH2:19][Br:18])=[O:21])[n:7][n:8]1)([F:10])[F:11]. Conditions: time 15 minute. As a reaction SMILES: [H-].[Na+].[CH3:3][C:4]1[C:12]2[C:7](=[CH:8][CH:9]=[CH:10][CH:11]=2)[NH:6][CH:5]=1.[C:13]1([S:19](Cl)(=[O:21])=[O:20])[CH:18]=[CH:17][CH:16]=[CH:15][CH:14]=1.[Li]CCCC>CN(C=O)C.CO>[C:13]1([S:19]([N:6]2[C:7]3[C:12](=[CH:11][CH:10]=[CH:9][CH:8]=3)[C:4]([CH3:3])=[CH:5]2)(=[O:21])=[O:20])[CH:18]=[CH:17][CH:16]=[CH:15][CH:14]=1 |f:0.1|. Procedure: 50% sodium hydride (1.1 g) was added to a solution of 3-methylindole (4 g) dissolved in anhydrous DMF (50 ml), keeping the temperature under 30° C. Stir for 15 minutes, then drip carefully the phenylsulphonyl chloride (4.7 ml) dissolved in anhydrous DMF (20 ml) and leave under stirring for 2 hours at 25° C. Then add methanol (5 ml) to decompose the possible present traces of BuLi; remove the solvent under reduced pressure, add water (20 ml) and extract exhaustively with methylenchloride. The org... Product: C1(=CC=CC=C1)S(=O)(=O)N1C=C(C2=CC=CC=C12)C (N-(phenylsulphonyl)-3-methylindole). The reactants are [Li]CCCC (BuLi), [H-].[Na+] (sodium hydride), CC1=CNC2=CC=CC=C12 (3-methylindole), C1(=CC=CC=C1)S(=O)(=O)Cl (phenylsulphonyl chloride). Yield: 85.0%. Run in CO (methanol), CN(C)C=O (DMF), CN(C)C=O (DMF). Starting materials: CCOC(=O)CCl, CCO, [Na], O=C1NS(=O)(=O)c2c1ccc1ccccc21. Product: CCOC(=O)CN1C(=O)c2ccc3ccccc3c2S1(=O)=O. As a reaction SMILES: [CH2:18]([CH3:19])[O:20][C:21]([CH2:22][Cl:23])=[O:24].[CH3:25][CH2:26][OH:27].[Na:1].[O:2]=[C:3]1[NH:4][S:5](=[O:16])(=[O:17])[c:6]2[c:7]1[cH:8][cH:9][c:10]1[cH:11][cH:12][cH:13][cH:14][c:15]21>>[O:2]=[C:3]1[N:4]([CH2:22][C:21]([O:20][CH2:18][CH3:19])=[O:24])[S:5](=[O:16])(=[O:17])[c:6]2[c:7]1[cH:8][cH:9][c:10]1[cH:11][cH:12][cH:13][cH:14][c:15]21. RXN SMILES: [Br:1][c:2]1[cH:3][cH:4][c:5]([CH:7]=[C:8]2[C:9](=[O:18])[NH:10][c:11]3[cH:12][cH:13][c:14]([Cl:17])[cH:15][c:16]32)[o:6]1.[C:19](=[O:20])([O-:21])[O-:22].[Cs+:23].[Cs+:24].[O:25]1[CH2:26][CH2:27][N:28]([CH2:31][CH2:32][NH:33][c:34]2[n:35][cH:36][c:37]([B:40]3[O:41][C:42]([CH3:43])([CH3:44])[C:45]([CH3:46])([CH3:47])[O:48]3)[cH:38][cH:39]2)[CH2:29][CH2:30]1.[O:50]1[CH2:51][CH2:52][O:53][CH2:54][CH2:55]1.[OH2:49]>>[c:2]1(-[c:37]2[cH:36][n:35][c:34]([NH:33][CH2:32][CH2:31][N:28]3[CH2:27][CH2:26][O:25][CH2:30][CH2:29]3)[cH:39][cH:38]2)[cH:3][cH:4][c:5]([CH:7]=[C:8]2[C:9](=[O:18])[NH:10][c:11]3[cH:12][cH:13][c:14]([Cl:17])[cH:15][c:16]32)[o:6]1. Yields the product O=C1Nc2ccc(Cl)cc2C1=Cc1ccc(-c2ccc(NCCN3CCOCC3)nc2)o1. The reactants are O=C1Nc2ccc(Cl)cc2C1=Cc1ccc(Br)o1, O=C([O-])[O-], [Cs+], [Cs+], CC1(C)OB(c2ccc(NCCN3CCOCC3)nc2)OC1(C)C, C1COCCO1, O.